Dataset: the Open Reaction Database (ORD), a public repository of structured organic reaction records. Task: describe an organic reaction: reactants, conditions, products, and yield The reactants are CO, ClC(Cl)Cl, N#CO[Na], CC(O)c1cc2c3ccccc3n(C)c(=O)n2n1, O=C(O)C(F)(F)F, c1ccccc1. Product: CC(OC(N)=O)c1cc2c3ccccc3n(C)c(=O)n2n1. As a reaction SMILES: [CH3:30][OH:31].[CH:32]([Cl:33])([Cl:34])[Cl:35].[Na:19][O:20][C:21]#[N:22].[OH:1][CH:2]([CH3:3])[c:4]1[n:5][n:6]2[c:7](=[O:18])[n:8]([CH3:17])[c:9]3[cH:10][cH:11][cH:12][cH:13][c:14]3[c:15]2[cH:16]1.[OH:23][C:24]([C:25]([F:26])([F:27])[F:28])=[O:29].[cH:36]1[cH:37][cH:38][cH:39][cH:40][cH:41]1>>[O:1]([CH:2]([CH3:3])[c:4]1[n:5][n:6]2[c:7](=[O:18])[n:8]([CH3:17])[c:9]3[cH:10][cH:11][cH:12][cH:13][c:14]3[c:15]2[cH:16]1)[C:21](=[O:20])[NH2:22].